This data is from the Open Reaction Database (ORD), a public repository of structured organic reaction records. The task is: describe an organic reaction: reactants, conditions, products, and yield Starting materials: CC(O)CO, CC#N, C=Cc1ccc(O)cc1, O=C1Nc2cccc(I)c2C1=O, CC(=O)[O-], CC(=O)[O-], [Pd+2], Cc1ccccc1P(c1ccccc1C)c1ccccc1C. Yields the product O=C1Nc2cccc(C=Cc3ccc(O)cc3)c2C1=O. Reaction SMILES: [CH2:44]([OH:45])[CH:46]([OH:47])[CH3:48].[CH3:49][C:50]#[N:51].[CH:35](=[CH2:36])[c:37]1[cH:38][cH:39][c:40]([OH:43])[cH:41][cH:42]1.[I:1][c:2]1[c:3]2[c:7]([cH:8][cH:9][cH:10]1)[NH:6][C:5](=[O:11])[C:4]2=[O:12].[O-:53][C:54]([CH3:55])=[O:56].[O-:57][C:58]([CH3:59])=[O:60].[Pd+2:52].[c:13]1([CH3:14])[cH:15][cH:16][cH:17][cH:18][c:19]1[P:20]([c:21]1[cH:22][cH:23][cH:24][cH:25][c:26]1[CH3:27])[c:28]1[cH:29][cH:30][cH:31][cH:32][c:33]1[CH3:34]>>[c:2]1([CH:36]=[CH:35][c:37]2[cH:38][cH:39][c:40]([OH:43])[cH:41][cH:42]2)[c:3]2[c:7]([cH:8][cH:9][cH:10]1)[NH:6][C:5](=[O:11])[C:4]2=[O:12]. The reactants are BrC=1C=CC2=C(OCCC3=C2SC(=C3)C(NC3=C(C=CC=C3)Cl)=NN)C1 (8-bromo-N-(2-chlorophenyl)-4,5-dihydrobenzo[b]thieno[2,3-d]oxepine-2-carbohydrazonamide), C(C)(OCC)(OCC)OCC (triethyl orthoacetate). The product is BrC=1C=CC2=C(OCCC3=C2SC(=C3)C3=NN=C(N3C3=C(C=CC=C3)Cl)C)C1 (3-(8-bromo-4,5-dihydrobenzo[b]thieno[2,3-d]oxepin-2-yl)-4-(2-chlorophenyl)-5-methyl-4H-1,2,4-triazole). As a reaction SMILES: [Br:1][C:2]1[CH:3]=[CH:4][C:5]2[C:11]3[S:12][C:13]([C:15](=[N:24][NH2:25])[NH:16][C:17]4[CH:22]=[CH:21][CH:20]=[CH:19][C:18]=4[Cl:23])=[CH:14][C:10]=3[CH2:9][CH2:8][O:7][C:6]=2[CH:26]=1.[C:27](OCC)(OCC)(OCC)[CH3:28]>>[Br:1][C:2]1[CH:3]=[CH:4][C:5]2[C:11]3[S:12][C:13]([C:15]4[N:16]([C:17]5[CH:22]=[CH:21][CH:20]=[CH:19][C:18]=5[Cl:23])[C:27]([CH3:28])=[N:25][N:24]=4)=[CH:14][C:10]=3[CH2:9][CH2:8][O:7][C:6]=2[CH:26]=1. Reported procedure: A solution of crude 8-bromo-N-(2-chlorophenyl)-4,5-dihydrobenzo[b]thieno[2,3-d]oxepine-2-carbohydrazonamide (150 mg) was heated in a sealed vessel with triethyl orthoacetate at 90° C. for 3 h. The mixture was cooled to room temperature and concentrated to give a crude residue that was purified by flash column chromatography (10-100% ethyl acetate in hexanes) to give 272. 1H NMR (dmso-d6, 400 MHz) δ 7.86 (m, 2H), 7.48 (m, 1H), 7.69 (m, 1H), 7.44 (m, 1H), 7.28-7.23 (m, 2H), 6.57 (s, 1H), 4.22 (t, ... The reactants are [OH-].[Na+] (sodium hydroxide), ClC=1C=C(C=CC1)NC(=O)C=1NS(C2=C(C1O)C=CC1=CC=CC=C12)(=O)=O (N-(3-chloro-phenyl)-4-hydroxy-2H-naphtho[2,1-e]-1,2-thiazine-3-carboxamide-1,1-dioxide), CI (methyl iodide). The solvent is CO (methanol). Run at time 72 hour. Product: ClC=1C=C(C=CC1)NC(=O)C=1N(S(C2=C(C1O)C=CC1=CC=CC=C12)(=O)=O)C (N-(3-chloro-phenyl)-4-hydroxy-2-methyl-2H-naphtho[2,1-e]-1,2-thiazine-3-carboxamide-1,1-dioxide). Yield: 64.3%. RXN SMILES: [OH-].[Na+].[Cl:3][C:4]1[CH:5]=[C:6]([NH:10][C:11]([C:13]2[NH:14][S:15](=[O:29])(=[O:28])[C:16]3[C:27]4[C:22](=[CH:23][CH:24]=[CH:25][CH:26]=4)[CH:21]=[CH:20][C:17]=3[C:18]=2[OH:19])=[O:12])[CH:7]=[CH:8][CH:9]=1.[CH3:30]I>CO>[Cl:3][C:4]1[CH:5]=[C:6]([NH:10][C:11]([C:13]2[N:14]([CH3:30])[S:15](=[O:28])(=[O:29])[C:16]3[C:27]4[C:22](=[CH:23][CH:24]=[CH:25][CH:26]=4)[CH:21]=[CH:20][C:17]=3[C:18]=2[OH:19])=[O:12])[CH:7]=[CH:8][CH:9]=1 |f:0.1|. Procedure details: 3.15 ml of 1 N sodium hydroxide (3.15 millimols) were added dropwise to a suspension of 1.2 gm (3 millimols) of N-(3-chloro-phenyl)-4-hydroxy-2H-naphtho[2,1-e]-1,2-thiazine-3-carboxamide-1,1-dioxide in 100 ml of methanol and 1.7 gm (12 millimols) of methyl iodide. The resulting mixture was stirred at room temperature for 72 hours, and was then evaporated to dryness in vacuo. The residue was washedwith a small quantity of water, and the remaining solid matter was recrystallized from ethylene chlo...